This data is from the Open Reaction Database (ORD), a public repository of structured organic reaction records. The task is: describe an organic reaction: reactants, conditions, products, and yield The solvent is CCCCCC (hexane), ClCCl (dichloromethane), CCCCCC (hexane), O1CCCC1 (tetrahydrofuran), O1CCCC1 (tetrahydrofuran), O1CCCC1 (tetrahydrofuran). Reaction conditions: temperature -78 celsius. Reported procedure: 3-Bromophenoxy-tert-butyldimethylsilane (57.5 g, 0.20 mol, Example 1, infra) was dissolved in 300 mL of dry tetrahydrofuran under nitrogen and cooled to -78° C. A solution of 1.6M n-butyllithium in hexane (125 mL, 0.20 mol) was added dropwise at a rate to maintain a temperature below -70° C. The reaction was stirred for thirty minutes after the addition was complete and the cold solution was transferred to another vessel containing a -40° C. solution of magnesium bromide (37.8 g, 0.205 mol) in 6... RXN SMILES: Br[C:2]1[CH:3]=[C:4]([CH:13]=[CH:14][CH:15]=1)[O:5][Si:6]([C:9]([CH3:12])([CH3:11])[CH3:10])([CH3:8])[CH3:7].C([Li])CCC.[Br-].[Mg+2].[Br-].[S:24]1[CH:28]=[CH:27][C:26]([CH:29]=[O:30])=[CH:25]1>O1CCCC1.ClCCl.CCCCCC>[Si:6]([O:5][C:4]1[CH:3]=[C:2]([CH:15]=[CH:14][CH:13]=1)[CH:29]([OH:30])[C:26]1[CH:27]=[CH:28][S:24][CH:25]=1)([C:9]([CH3:12])([CH3:11])[CH3:10])([CH3:8])[CH3:7] |f:2.3.4|. The yield is 68.8%. Starting materials: C(CCC)[Li] (n-butyllithium), [Br-].[Mg+2].[Br-] (magnesium bromide), S1C=C(C=C1)C=O (thiophene-3-carboxaldehyde), BrC=1C=C(O[Si](C)(C)C(C)(C)C)C=CC1 (3-Bromophenoxy-tert-butyldimethylsilane). The product is [Si](C)(C)(C(C)(C)C)OC=1C=C(C(C2=CSC=C2)O)C=CC1 (3-((tert-butyldimethylsilyl)oxy)-α-(3-thienyl)benzyl alcohol).